From a dataset of the Open Reaction Database (ORD), a public repository of structured organic reaction records. describe an organic reaction: reactants, conditions, products, and yield Reactants: COC(=O)C(CCCNC(=O)OCc1ccccc1)NC(=O)c1cc2ccccc2n1C, C1CCOC1, CO, Cl, [Na+], [OH-]. Yields the product Cn1c(C(=O)NC(CCCNC(=O)OCc2ccccc2)C(=O)O)cc2ccccc21. RXN SMILES: [CH2:1]([c:2]1[cH:3][cH:4][cH:5][cH:6][cH:7]1)[O:8][C:9](=[O:10])[NH:11][CH2:12][CH2:13][CH2:14][CH:15]([NH:16][C:17](=[O:18])[c:19]1[n:20]([CH3:28])[c:21]2[cH:22][cH:23][cH:24][cH:25][c:26]2[cH:27]1)[C:29](=[O:30])[O:31][CH3:32].[CH2:33]1[O:34][CH2:35][CH2:36][CH2:37]1.[CH3:41][OH:42].[ClH:40].[Na+:39].[OH-:38]>>[CH2:1]([c:2]1[cH:3][cH:4][cH:5][cH:6][cH:7]1)[O:8][C:9](=[O:10])[NH:11][CH2:12][CH2:13][CH2:14][CH:15]([NH:16][C:17](=[O:18])[c:19]1[n:20]([CH3:28])[c:21]2[cH:22][cH:23][cH:24][cH:25][c:26]2[cH:27]1)[C:29](=[O:30])[OH:31].